From a dataset of the Open Reaction Database (ORD), a public repository of structured organic reaction records. describe an organic reaction: reactants, conditions, products, and yield Reactants: C(CCC)N1CCOCC1 (N-butyl morpholine), [13CH4] (Carbon-13), C(CCC)N1CCOCC1 (N-butyl morpholine), ClCC#N (chloroacetonitrile). Run in C(C)OC(C)=O (ethylacetate). Run at temperature 60 celsius. Product: C(C)#N.C(CCC)[NH+]1CCOCC1 (N-Butyl Morpholinium Acetonitrile). RXN SMILES: [CH2:1]([N:5]1[CH2:10][CH2:9][O:8][CH2:7][CH2:6]1)[CH2:2][CH2:3][CH3:4].ClCC#N.[13CH4]>C(OC(=O)C)C>[C:1](#[N:5])[CH3:2].[CH2:1]([NH+:5]1[CH2:10][CH2:9][O:8][CH2:7][CH2:6]1)[CH2:2][CH2:3][CH3:4] |f:4.5|. Reported procedure: Combined were 10 g of butylbromide, 6.36 g morpholine, and 28.0 g anhydrous sodium carbonate with 150 ml of acetone in a large round bottom flask. This mixture was refluxed for 8 hours at the boiling point of acetone or approximately 60° C., then cooled to room temperature and the solid sodium carbonate filtered. Acetone was removed using a roto-evaporator. The resulting oil was dissolved in ether and washed twice with water and once with brine solution. The ether solution was dried over anhydro... Yields the product O=C1CC(=O)C2(CCN(Cc3ccccc3)CC2)N1c1ccccc1. Starting materials: CCOC(=O)C1(N(C(C)=O)c2ccccc2)CCN(Cc2ccccc2)CC1, C1CCOC1, [Li]CCCC, CC(C)NC(C)C. As a reaction SMILES: [CH2:13]([c:14]1[cH:15][cH:16][cH:17][cH:18][cH:19]1)[N:20]1[CH2:21][CH2:22][C:23]([C:26]([O:28][CH2:27][CH3:29])=[O:30])([N:31]([C:32]([CH3:33])=[O:34])[c:35]2[cH:36][cH:37][cH:38][cH:39][cH:40]2)[CH2:24][CH2:25]1.[CH2:41]1[O:42][CH2:43][CH2:44][CH2:45]1.[CH2:8]([Li:9])[CH2:10][CH2:11][CH3:12].[CH:1]([NH:2][CH:3]([CH3:4])[CH3:5])([CH3:6])[CH3:7]>>[CH2:13]([c:14]1[cH:15][cH:16][cH:17][cH:18][cH:19]1)[N:20]1[CH2:21][CH2:22][C:23]2([CH2:24][CH2:25]1)[C:26](=[O:28])[CH2:33][C:32](=[O:34])[N:31]2[c:35]1[cH:36][cH:37][cH:38][cH:39][cH:40]1. Reactants: C1CCOC1, COC(=O)CP(=O)(OC)OC, CCOC(C)=O, [Cl-], O=C(O)C=Cc1cc(Cl)ccc1-n1cnnn1, O=Cc1cc(Cl)ccc1-n1cnnn1, [H-], [NH4+], [Na+]. The product is COC(=O)C=Cc1cc(Cl)ccc1-n1cnnn1. Reaction SMILES: [CH2:47]1[O:48][CH2:49][CH2:50][CH2:51]1.[CH3:20][O:21][P:22]([CH2:23][C:24]([O:25][CH3:26])=[O:27])([O:28][CH3:29])=[O:30].[CH3:52][CH2:53][O:54][C:55]([CH3:56])=[O:57].[Cl-:45].[Cl:1][c:2]1[cH:3][cH:4][c:5](-[n:13]2[n:14][n:15][n:16][cH:17]2)[c:6]([CH:8]=[CH:9][C:10](=[O:11])[OH:12])[cH:7]1.[Cl:31][c:32]1[cH:33][cH:34][c:35](-[n:36]2[cH:37][n:38][n:39][n:40]2)[c:41]([CH:43]=[O:44])[cH:42]1.[H-:19].[NH4+:46].[Na+:18]>>[Cl:1][c:2]1[cH:3][cH:4][c:5](-[n:13]2[n:14][n:15][n:16][cH:17]2)[c:6]([CH:8]=[CH:9][C:10]([O:11][CH3:20])=[O:12])[cH:7]1. Reactants: O.[O-2].[O-2].[O-2].O=[Si]=O.O=[Si]=O.O=[Si]=O.O=[Si]=O.[Al+3].[Al+3] (Montmorillonite K10), C(C=CC1=CC=CC=C1)=O (cinnamaldehyde), C(#N)C1=C(C(=O)C(=C(C1=O)Cl)Cl)C#N (DDQ), C(CCC)O (BuOH). The solvent is C1(=CC=CC=C1)C (toluene). Product: C(C=CC1=CC=CC=C1)(=O)OCCCC (Butyl cinnamate). Isolated yield 94.0%. As a reaction SMILES: [CH:1](=[O:10])[CH:2]=[CH:3][C:4]1[CH:9]=[CH:8][CH:7]=[CH:6][CH:5]=1.[C:11]([C:13]1C(=O)C(Cl)=C(Cl)[C:15](=[O:16])[C:14]=1C#N)#N.C(O)CCC.O.[O-2].[O-2].[O-2].O=[Si]=O.O=[Si]=O.O=[Si]=O.O=[Si]=O.[Al+3].[Al+3]>C1(C)C=CC=CC=1>[C:1]([O:16][CH2:15][CH2:14][CH2:13][CH3:11])(=[O:10])[CH:2]=[CH:3][C:4]1[CH:9]=[CH:8][CH:7]=[CH:6][CH:5]=1 |f:3.4.5.6.7.8.9.10.11.12|. Reported procedure: A homogeneous mixture containing cinnamaldehyde (7.5 mmol), DDQ (11.3 mmol), BuOH (10 mL) and toluene (15 mL) is taken in a round bottom flask and catalytic amount of AMBERLYST® 15 (0.1 g) is added to it. The mixture is refluxed for 6 hrs under Dean Stark apparatus. After completion of the reaction (observed by TLC and by GC analysis), the reaction mixture is filtered and washed with ethylacetate (5 ml×2). Concentrate the filtrate under reduced pressure and the crude product thus obtained is loa... Starting materials: OO (hydrogen peroxide), C(CCCCCCC\C=C/C\C=C/CCCCC)(=O)O (linoleic acid), C(CCCCCCC\C=C/CCCCCCCC)(=O)O (oleic acid), Cl (hydrochloric acid), C(C)(C)(C)O (tertiary butanol), C(CCCCCCC\C=C/C\C=C/CCCCC)(=O)O (linoleic acid). Reagents/catalysts: [O-][V](=O)([O-])[O-].[Na+].[Na+].[Na+] (sodium orthovanadate). Product: C(CCCCC)(=O)O (hexanoic acid), C(CCCCCCCC(=O)O)(=O)O (azelaic acid). RXN SMILES: [C:1]([OH:20])(=[O:19])[CH2:2][CH2:3][CH2:4][CH2:5][CH2:6]CC/C=C\C/C=C\CCCCC.[C:21]([OH:40])(=[O:39])[CH2:22][CH2:23][CH2:24][CH2:25][CH2:26][CH2:27]C/C=C\CCCCCCCC.OO.Cl.[C:44]([OH:48])([CH3:47])(C)C>[O-][V]([O-])([O-])=O.[Na+].[Na+].[Na+]>[C:1]([OH:20])(=[O:19])[CH2:2][CH2:3][CH2:4][CH2:5][CH3:6].[C:21]([OH:40])(=[O:39])[CH2:22][CH2:23][CH2:24][CH2:25][CH2:26][CH2:27][CH2:47][C:44]([OH:48])=[O:19] |f:5.6.7.8|. Procedure details: A mixture of linoleic acid (562.4 mg, 2 mmol) and oleic acid (565.7 mg, 2 mmol) was treated with sodium orthovanadate (18.9 mg, 0.1 mmol) and 30% w/v hydrogen peroxide (6 ml) in tertiary butanol (20 ml) in a manner analogous to that in Example 9. In this example, the pH of the reaction mixture was about 6 to 7 after the addition of catalyst. The pH was adjusted to about 2 to 3 with concentrated hydrochloric acid before heating was commenced. After heating, the resulting product was further proce...